Dataset: the Open Reaction Database (ORD), a public repository of structured organic reaction records. Task: describe an organic reaction: reactants, conditions, products, and yield Starting materials: CC(C)(CC(C)O)N (2-methyl-2-aminopentan-4-ol), C(C)=O (acetaldehyde), 600, C1(=CC=CC=C1)C (toluene). Run in O (water). Reaction conditions: temperature 20 celsius, time 15 minute. Yields the product CC1OC(CC(N1)(C)C)C (2,4,4,6-tetramethyltetrahydro-1,3-oxazine). Yield: 94.0%. Reaction SMILES: [CH3:1][C:2]([NH2:8])([CH2:4][CH:5]([OH:7])[CH3:6])[CH3:3].[CH:9](=O)[CH3:10].C1(C)C=CC=CC=1>O>[CH3:9][CH:10]1[NH:8][C:2]([CH3:3])([CH3:1])[CH2:4][CH:5]([CH3:6])[O:7]1. Procedure details: 1,170 parts by weight of 2-methyl-2-aminopentan-4-ol is placed in a stirred flask. With external cooling, 440 parts by weight of acetaldehyde is run in over a period of about 40 minutes at 15°-20° C. The reaction mixture is stirred for a further 15 minutes at 20° C. After the addition of 600 parts by volume of toluene, 182 parts by weight of water is separated off over a period of 2 hours by azeotropic distillation. The reaction product is subjected to fractional distillation. After removal of t... Starting materials: NC1C(CCCC1O)O (2-amino-cyclohexane-1,3-diol), C(C(CO)(CO)N)O (Trisamine), C1(CC1)CS(=O)(=O)C[C@@H](C(=O)O)NC(=O)N1CCOCC1 ((R)-3-cyclopropylmethanesulfonyl-2-[(morpholine-4-carbonyl)-amino]-propionic acid), C1(CCCCC1)N=C=N (N-cyclohexylcarbodiimide), OC1=CC=CC=2NN=NC21 (hydroxybenzotriazole). Run in C(Cl)Cl (DCM). Conditions: time 5 minute. Product: C1(CC1)CS(=O)(=O)C[C@@H](C(NC1C(CCCC1O)O)=O)NC(=O)N1CCOCC1 (morpholine-4-carboxylic acid [(R)-2-cyclopropylmethanesulfonyl-1-(2,6-dihydroxy-cyclohexylcarbamoyl)-ethyl]-amide). The yield is 73.8%. Reaction SMILES: [CH:1]1([CH2:4][S:5]([CH2:8][C@H:9]([NH:13][C:14]([N:16]2[CH2:21][CH2:20][O:19][CH2:18][CH2:17]2)=[O:15])[C:10]([OH:12])=O)(=[O:7])=[O:6])[CH2:3][CH2:2]1.C1(N=C=N)CCCCC1.OC1C2N=NNC=2C=CC=1.[NH2:41][CH:42]1[CH:47]([OH:48])[CH2:46][CH2:45][CH2:44][CH:43]1[OH:49].C(O)C(N)(CO)CO>C(Cl)Cl>[CH:1]1([CH2:4][S:5]([CH2:8][C@H:9]([NH:13][C:14]([N:16]2[CH2:21][CH2:20][O:19][CH2:18][CH2:17]2)=[O:15])[C:10](=[O:12])[NH:41][CH:42]2[CH:47]([OH:48])[CH2:46][CH2:45][CH2:44][CH:43]2[OH:49])(=[O:6])=[O:7])[CH2:2][CH2:3]1. Procedure details: A mixture of (R)-3-cyclopropylmethanesulfonyl-2-[(morpholine-4-carbonyl)-amino]-propionic acid (0.352 g, 1.1 mmol) and N-cyclohexylcarbodiimide N′-methylpolystyrene (1.93 mmol/g, 1.03 g) in DCM (10 mL) was treated with hydroxybenzotriazole (0.27 g, 2 mmol). After stirring at room temperature for 5 minutes the mixture was treated with 2-amino-cyclohexane-1,3-diol (0.0.13 g, 1 mmol) and stirring was continued for a further 2 days. The reaction mixture was treated with PS Trisamine (3.75 mmol/g, 1.... The reactants are C(C)OC(C(F)(F)F)=O (Ethyltrifluoroacetate), C(C=C)N (allylamine), C(C)(C)N(C(C)C)CC (N,N-diisopropylethyl amine). The solvent is CO (methanol). Run at time 15 hour. The product is FC(C(=O)NCC=C)(F)F (Trifluoroacetyl Allylamine). RXN SMILES: C(O[C:4](=[O:9])[C:5]([F:8])([F:7])[F:6])C.[CH2:10]([NH2:13])[CH:11]=[CH2:12].C(N(CC)C(C)C)(C)C>CO>[F:8][C:5]([F:6])([F:7])[C:4]([NH:13][CH2:10][CH:11]=[CH2:12])=[O:9]. Reported procedure: Ethyltrifluoroacetate (14.2 grams, 100 mmol) was added to a solution of allylamine (4.05 grams, 6 ml, 80 mmol) and N,N-diisopropylethyl amine (10.32 grams 7.3 ml, 80 mmol) in methanol (30 ml). The reaction mixture was stirred at room temperature for 15 hours. The solvent was thereafter removed under reduced pressure and the product (see, Compound 1 in Scheme 1 below) was extracted with ethyl acetate. The reactants are C(C)(C)(C)C1=CC=C(CNCCC2=CC(=CC=C2)OC)C=C1 ((4-tert-butyl-benzyl)-[2-(3-methoxy-phenyl)-ethyl]-amine), N1C=CC2=CC=CC(=C12)C(=O)O (1H-indole-7-carboxylic acid), CN(C)C(=[N+](C)C)ON1C2=C(C=CC=C2)N=N1.[B-](F)(F)(F)F (TBTU), C(C)(C)N(C(C)C)CC (N,N-diisopropylethyl amine). Run in CN(C)C=O (DMF), O (water). Reaction conditions: time 5 minute. Yields the product C(C)(C)(C)C1=CC=C(CN(C(=O)C=2C=CC=C3C=CNC23)CCC2=CC(=CC=C2)OC)C=C1 (1H-Indole-7-carboxylic acid (4-tert-butyl-benzyl)-[2-(3-methoxy-phenyl)-ethyl]-amide). Isolated yield 76.3%. Reaction SMILES: [NH:1]1[C:9]2[C:4](=[CH:5][CH:6]=[CH:7][C:8]=2[C:10]([OH:12])=O)[CH:3]=[CH:2]1.CN(C(ON1N=NC2C=CC=CC1=2)=[N+](C)C)C.[B-](F)(F)(F)F.C(N(CC)C(C)C)(C)C.[C:44]([C:48]1[CH:65]=[CH:64][C:51]([CH2:52][NH:53][CH2:54][CH2:55][C:56]2[CH:61]=[CH:60][CH:59]=[C:58]([O:62][CH3:63])[CH:57]=2)=[CH:50][CH:49]=1)([CH3:47])([CH3:46])[CH3:45]>CN(C=O)C.O>[C:44]([C:48]1[CH:65]=[CH:64][C:51]([CH2:52][N:53]([CH2:54][CH2:55][C:56]2[CH:61]=[CH:60][CH:59]=[C:58]([O:62][CH3:63])[CH:57]=2)[C:10]([C:8]2[CH:7]=[CH:6][CH:5]=[C:4]3[C:9]=2[NH:1][CH:2]=[CH:3]3)=[O:12])=[CH:50][CH:49]=1)([CH3:47])([CH3:45])[CH3:46] |f:1.2|. Procedure details: To a solution of 80 mg of 1H-indole-7-carboxylic acid (0.5 mmol) and 159 mg of TBTU (0.5 mmol) in 10 ml DMF, were added 0.425 ml (2.48 mmol) of N,N-diisopropylethyl amine. After stirring for 5 min at rt, 174 mg (0.68 mmol) of (4-tert-butyl-benzyl)-[2-(3-methoxy-phenyl)-ethyl]-amine were added. After stirring for 3 h at rt, the reaction mixture was diluted with 50 ml water and extracted twice with EtOAc. The combined organic phases were washed with water and brine, dried with magnesium sulfate, f... Reactants: CO, Clc1cccc(-c2onc3ccc(C4OCCO4)cc23)c1, Cl. Product: O=Cc1ccc2noc(-c3cccc(Cl)c3)c2c1. RXN SMILES: [CH3:23][OH:24].[Cl:1][c:2]1[cH:3][c:4](-[c:8]2[o:9][n:10][c:11]3[c:12]2[cH:13][c:14]([CH:17]2[O:18][CH2:21][CH2:20][O:19]2)[cH:15][cH:16]3)[cH:5][cH:6][cH:7]1.[ClH:22]>>[Cl:1][c:2]1[cH:3][c:4](-[c:8]2[o:9][n:10][c:11]3[c:12]2[cH:13][c:14]([CH:17]=[O:18])[cH:15][cH:16]3)[cH:5][cH:6][cH:7]1. The product is FC1=C(C=CC(=C1)F)C=1N=NN(N1)[C@H]1C[C@H](NC1)C(=O)N1CCN(CC1)C1=C(C#N)C=CC=C1 ((2S,4S)-2-(4-{4-[5-(2,4-Difluoro-phenyl)-tetrazol-2-yl]-pyrrolidine-2-carbonyl}-piperazin-1-yl)-benzonitrile). Conditions: time 5 hour. Procedure details: 2-[4-(2-Cyano-phenyl)-piperazine-1-carbonyl]-4-[5-(2,4-difluoro-phenyl)-tetrazol-2-yl]-pyrrolidine-1-carboxylic acid tert-butyl ester (0.184 g, 0.33 mmol) was added to CF3COOH (0.22 g, 1.95 mmol), and the reaction mixture was stirred for 5 h. After removal of CF3COOH, the residue was dissolved in DCM, washed with sat. NaHCO3, brine, dried and concentrated to give title product as yellow oil (0.136 g, 0.29 mmol). MS m/e=465.2 [M+H]+. Yield: 87.9%. Starting materials: C(C)(C)(C)OC(=O)N1C(CC(C1)N1N=C(N=N1)C1=C(C=C(C=C1)F)F)C(=O)N1CCN(CC1)C1=C(C=CC=C1)C#N (2-[4-(2-Cyano-phenyl)-piperazine-1-carbonyl]-4-[5-(2,4-difluoro-phenyl)-tetrazol-2-yl]-pyrrolidine-1-carboxylic acid tert-butyl ester), C(=O)(C(F)(F)F)O (CF3COOH). As a reaction SMILES: C(OC([N:8]1[CH2:12][CH:11]([N:13]2[N:17]=[N:16][C:15]([C:18]3[CH:23]=[CH:22][C:21]([F:24])=[CH:20][C:19]=3[F:25])=[N:14]2)[CH2:10][CH:9]1[C:26]([N:28]1[CH2:33][CH2:32][N:31]([C:34]2[CH:39]=[CH:38][CH:37]=[CH:36][C:35]=2[C:40]#[N:41])[CH2:30][CH2:29]1)=[O:27])=O)(C)(C)C.C(O)(C(F)(F)F)=O>>[F:25][C:19]1[CH:20]=[C:21]([F:24])[CH:22]=[CH:23][C:18]=1[C:15]1[N:16]=[N:17][N:13]([C@@H:11]2[CH2:12][NH:8][C@H:9]([C:26]([N:28]3[CH2:29][CH2:30][N:31]([C:34]4[CH:39]=[CH:38][CH:37]=[CH:36][C:35]=4[C:40]#[N:41])[CH2:32][CH2:33]3)=[O:27])[CH2:10]2)[N:14]=1.